This data is from the Open Reaction Database (ORD), a public repository of structured organic reaction records. The task is: describe an organic reaction: reactants, conditions, products, and yield Starting materials: CO, CC(=O)OCCS(=O)(=O)Nc1ccc(Cc2ccc(C(=O)c3ccccc3)n2C)c(F)c1, N. Yields the product Cn1c(Cc2ccc(NS(=O)(=O)CCO)cc2F)ccc1C(=O)c1ccccc1. As a reaction SMILES: [CH3:34][OH:35].[F:1][c:2]1[cH:3][c:4]([NH:23][S:24](=[O:25])(=[O:26])[CH2:27][CH2:28][O:29][C:30](=[O:31])[CH3:32])[cH:5][cH:6][c:7]1[CH2:8][c:9]1[n:10]([CH3:22])[c:11]([C:14]([c:15]2[cH:16][cH:17][cH:18][cH:19][cH:20]2)=[O:21])[cH:12][cH:13]1.[NH3:33]>>[F:1][c:2]1[cH:3][c:4]([NH:23][S:24](=[O:25])(=[O:26])[CH2:27][CH2:28][OH:29])[cH:5][cH:6][c:7]1[CH2:8][c:9]1[n:10]([CH3:22])[c:11]([C:14]([c:15]2[cH:16][cH:17][cH:18][cH:19][cH:20]2)=[O:21])[cH:12][cH:13]1. The reactants are CC(C)(C)S(=O)(=O)CC1=CC=C(C#N)C=C1 (4-(2-methyl-propane-2-sulfonylmethyl)-benzonitrile). The reagents and catalysts are Cl (HCl), [Pd] (Pd/C). Run in CO (methanol). The product is hydrochloride salt, CC(C)(C)S(=O)(=O)CC1=CC=C(CN)C=C1 (4-(2-Methyl-propane-2-sulfonylmethyl)-benzylamine). RXN SMILES: [CH3:1][C:2]([S:5]([CH2:8][C:9]1[CH:16]=[CH:15][C:12]([C:13]#[N:14])=[CH:11][CH:10]=1)(=[O:7])=[O:6])([CH3:4])[CH3:3]>CO.Cl.[Pd]>[CH3:4][C:2]([S:5]([CH2:8][C:9]1[CH:10]=[CH:11][C:12]([CH2:13][NH2:14])=[CH:15][CH:16]=1)(=[O:7])=[O:6])([CH3:1])[CH3:3]. Procedure: Dissolve 4-(2-methyl-propane-2-sulfonylmethyl)-benzonitrile (300 mg, 1.26 mmol) in methanol (50 mL). Add concentrated HCl (10 drops), 10% Pd/C (Degussa type E101, 60 mg) and submit the mixture to hydrogenation at atmospheric pressure for 1 h. Filter over Celite® and wash with methanol. Concentrate the filtrate in vacuo to give the hydrochloride salt of the title compound as a solid that was washed with diethyl ether (366 mg, 87%). Partition the solid between saturated NaHCO3 and EtOAc and extrac... The reactants are CC1=C2C(=NC=C1)C(=CC2=O)C2=C(C=CC=C2)C (4-methyl-7-(2-methylphenyl)-5-oxo-cyclopenta[2,1-b]pyridine), C(=N)(N)NN.Cl (aminoguanidine hydrochloride), Cl (hydrochloric acid). The solvent is C(C)O (ethanol). Product: Cl.N(C(=N)N)N=C1C=C(C2=NC=CC(=C21)C)C2=C(C=CC=C2)C (5-guanidinoimino-4-methyl-7-(2-methylphenyl)cyclopenta[2,1-b]pyridine hydrochloride). Yield: 71.8%. Reaction SMILES: [CH3:1][C:2]1[CH:7]=[CH:6][N:5]=[C:4]2[C:8]([C:12]3[CH:17]=[CH:16][CH:15]=[CH:14][C:13]=3[CH3:18])=[CH:9][C:10](=O)[C:3]=12.[C:19]([NH:22][NH2:23])([NH2:21])=[NH:20].[ClH:24].Cl>C(O)C>[ClH:24].[NH:22]([N:23]=[C:10]1[C:3]2[C:4](=[N:5][CH:6]=[CH:7][C:2]=2[CH3:1])[C:8]([C:12]2[CH:17]=[CH:16][CH:15]=[CH:14][C:13]=2[CH3:18])=[CH:9]1)[C:19]([NH2:21])=[NH:20] |f:1.2,5.6|. Reported procedure: A mixture of 4-methyl-7-(2-methylphenyl)-5-oxo-cyclopenta[2,1-b]pyridine (48 mg), aminoguanidine hydrochloride (25 mg) and concentrated hydrochloric acid (40 mg) in ethanol (1 ml) was refluxed for 2 hours. The reaction solution was cooled, and precipitated crystals were filtered, washed with ethanol and dried to give 5-guanidinoimino-4-methyl-7-(2-methylphenyl)cyclopenta[2,1-b]pyridine hydrochloride (Compound 91) (48 mg) as yellow crystals.